From a dataset of the Open Reaction Database (ORD), a public repository of structured organic reaction records. describe an organic reaction: reactants, conditions, products, and yield Reactants: C(C)N1N=C(C(=C1)C=NO)C=1OC(=CC1)[N+](=O)[O-] (1-ethyl-3-(5-nitro-2-furyl)pyrazole-4-carboxaldehydeoxime), C(C)(C)N1N=C(C(=C1)C=NO)C=1OC(=CC1)[N+](=O)[O-] (1-isopropyl-3-(5-nitro-2-furyl)pyrazole-4-carboxaldehydeoxime), CN1N=C(C(=C1)C=NO)C=1OC(=CC1)[N+](=O)[O-] (1-methyl-3-(5-nitro-2-furyl)pyrazole-4-carboxaldehydeoxime), [N+](=O)([O-])C1=CC=C(O1)C1=NN(C=C1C=NO)C1=CC=CC=C1 (3-(5-nitro-2-furyl)-1-phenylpyrazole-4-carboxaldehydeoxime). The product is C(C)(=O)ON=CC=1C(=NN(C1)CC)C=1OC(=CC1)[N+](=O)[O-] (1-ethyl-3-(5-nitro-2-furyl)pyrazole-4-carboxaldehyde-(O-acetyloxime)), C(C)(=O)ON=CC=1C(=NN(C1)C(C)C)C=1OC(=CC1)[N+](=O)[O-] (1-isopropyl-3-(5-nitro-2-furyl)pyrazole-4-carboxaldehyde-(O-acetyloxime)), C(C)(=O)ON=CC=1C(=NN(C1)C1=CC=CC=C1)C=1OC(=CC1)[N+](=O)[O-] (3-(5-nitro-2-furyl)-1-phenylpyrazole-4-carboxaldehyde-(O-acetyloxime)). As a reaction SMILES: CN1C=C(C=NO)[C:4]([C:10]2[O:11]C([N+]([O-])=O)=CC=2)=N1.[CH2:18]([N:20]1[CH:24]=[C:23]([CH:25]=[N:26][OH:27])[C:22]([C:28]2[O:29][C:30]([N+:33]([O-:35])=[O:34])=[CH:31][CH:32]=2)=[N:21]1)[CH3:19].[CH:36]([N:39]1[CH:43]=[C:42]([CH:44]=[N:45][OH:46])[C:41]([C:47]2[O:48][C:49]([N+:52]([O-:54])=[O:53])=[CH:50][CH:51]=2)=[N:40]1)([CH3:38])[CH3:37].[N+:55]([C:58]1[O:62][C:61]([C:63]2[C:67]([CH:68]=[N:69][OH:70])=[CH:66][N:65]([C:71]3[CH:76]=[CH:75][CH:74]=[CH:73][CH:72]=3)[N:64]=2)=[CH:60][CH:59]=1)([O-:57])=[O:56]>>[C:10]([O:27][N:26]=[CH:25][C:23]1[C:22]([C:28]2[O:29][C:30]([N+:33]([O-:35])=[O:34])=[CH:31][CH:32]=2)=[N:21][N:20]([CH2:18][CH3:19])[CH:24]=1)(=[O:11])[CH3:4].[C:61]([O:46][N:45]=[CH:44][C:42]1[C:41]([C:47]2[O:48][C:49]([N+:52]([O-:54])=[O:53])=[CH:50][CH:51]=2)=[N:40][N:39]([CH:36]([CH3:38])[CH3:37])[CH:43]=1)(=[O:62])[CH3:60].[C:10]([O:70][N:69]=[CH:68][C:67]1[C:63]([C:61]2[O:62][C:58]([N+:55]([O-:57])=[O:56])=[CH:59][CH:60]=2)=[N:64][N:65]([C:71]2[CH:72]=[CH:73][CH:74]=[CH:75][CH:76]=2)[CH:66]=1)(=[O:11])[CH3:4]. Reported procedure: Following the same procedure and replacing 1-methyl-3-(5-nitro-2-furyl)pyrazole-4-carboxaldehydeoxime by an equivalent of 1-ethyl-3-(5-nitro-2-furyl)pyrazole-4-carboxaldehydeoxime, 1-isopropyl-3-(5-nitro-2-furyl)pyrazole-4-carboxaldehydeoxime and 3-(5-nitro-2-furyl)-1-phenylpyrazole-4-carboxaldehydeoxime, respectively, results in the corresponding preparation of: 1-ethyl-3-(5-nitro-2-furyl)pyrazole-4-carboxaldehyde-(O-acetyloxime), 1-isopropyl-3-(5-nitro-2-furyl)pyrazole-4-carboxaldehyde-(O-acet... The reactants are CN1C(CSC2=C1C=CC(=C2)C(C)=O)=O (4-methyl-7-acetyl-2,3-dihydro-4H-1,4-benzothiazin-3-one), C(CC)=O (propionaldehyde), C(C1=CC=CC=C1)=O (benzaldehyde). The product is CN1C(CSC2=C1C=CC(=C2)C(C=CC2=CC=CC=C2)=O)=O (2,3-dihydro-4-methyl-7-cinnamoyl-4H-1,4-benzothiazine-3-one). Reaction SMILES: [CH3:1][N:2]1[C:7]2[CH:8]=[CH:9][C:10]([C:12](=[O:14])[CH3:13])=[CH:11][C:6]=2[S:5][CH2:4][C:3]1=[O:15].C(=O)CC.[CH:20](=O)[C:21]1[CH:26]=[CH:25][CH:24]=[CH:23][CH:22]=1>>[CH3:1][N:2]1[C:7]2[CH:8]=[CH:9][C:10]([C:12](=[O:14])[CH:13]=[CH:20][C:21]3[CH:26]=[CH:25][CH:24]=[CH:23][CH:22]=3)=[CH:11][C:6]=2[S:5][CH2:4][C:3]1=[O:15]. Reported procedure: Using the procedure described in Preparation 3, but replacing 3-methyl-6-acetylbenzoxazolin-3-one by 4-methyl-7-acetyl-2,3-dihydro-4H-1,4-benzothiazin-3-one and propionaldehyde by benzaldehyde, the product of the title is obtained. Starting materials: Cl, Cl, Cl, O=C(O)Cc1ccc2c(c1)OCO2, NC1CCC(CCN2CCN(c3nccc4c3CCO4)CC2)CC1. The product is O=C(Cc1ccc2c(c1)OCO2)NC1CCC(CCN2CCN(c3nccc4c3CCO4)CC2)CC1. Reaction SMILES: [ClH:1].[ClH:2].[ClH:3].[O:28]1[CH2:29][O:30][c:31]2[c:32]1[cH:33][cH:34][c:35]([CH2:37][C:38](=[O:39])[OH:40])[cH:36]2.[O:4]1[CH2:5][CH2:6][c:7]2[c:8]([N:13]3[CH2:14][CH2:15][N:16]([CH2:19][CH2:20][CH:21]4[CH2:22][CH2:23][CH:24]([NH2:27])[CH2:25][CH2:26]4)[CH2:17][CH2:18]3)[n:9][cH:10][cH:11][c:12]21>>[O:4]1[CH2:5][CH2:6][c:7]2[c:8]([N:13]3[CH2:14][CH2:15][N:16]([CH2:19][CH2:20][CH:21]4[CH2:22][CH2:23][CH:24]([NH:27][C:38]([CH2:37][c:35]5[cH:34][cH:33][c:32]6[c:31]([cH:36]5)[O:30][CH2:29][O:28]6)=[O:39])[CH2:25][CH2:26]4)[CH2:17][CH2:18]3)[n:9][cH:10][cH:11][c:12]21.